From a dataset of the Open Reaction Database (ORD), a public repository of structured organic reaction records. describe an organic reaction: reactants, conditions, products, and yield The reactants are CC(C)(C)OC(=O)CBr, [H-], [Na+], CN(C)C=O, O=C(OCc1ccccc1)c1cc2ccccc2[nH]1. Product: CC(C)(C)OC(=O)Cn1c(C(=O)OCc2ccccc2)cc2ccccc21. Reaction SMILES: [Br:22][CH2:23][C:24](=[O:25])[O:26][C:27]([CH3:28])([CH3:29])[CH3:30].[H-:21].[Na+:20].[O:31]=[CH:32][N:33]([CH3:34])[CH3:35].[nH:1]1[c:2]([C:10](=[O:11])[O:12][CH2:13][c:14]2[cH:15][cH:16][cH:17][cH:18][cH:19]2)[cH:3][c:4]2[cH:5][cH:6][cH:7][cH:8][c:9]12>>[n:1]1([CH2:23][C:24](=[O:25])[O:26][C:27]([CH3:28])([CH3:29])[CH3:30])[c:2]([C:10](=[O:11])[O:12][CH2:13][c:14]2[cH:15][cH:16][cH:17][cH:18][cH:19]2)[cH:3][c:4]2[cH:5][cH:6][cH:7][cH:8][c:9]12. Starting materials: FC=1C=C2C(C(=CN(C2=NC1N1CCNCC1)CCF)C(=O)O)=O (6-fluoro-1-(2-fluoroethyl)-1,4-dihydro-4-oxo-7-(1-piperazinyl)-1,8-naphthyridine-3-carboxylic acid), C(C)=O (acetoaldehyde). The solvent is C(=O)O (formic acid). The product is C(C)N1CCN(CC1)C1=C(C=C2C(C(=CN(C2=N1)CCF)C(=O)O)=O)F (7-(4-ethyl-1-piperazinyl)-6-fluoro-1-(2-fluoroethyl)-1,4-dihydro-4-oxo-1,8-naphthyridine-3-carboxylic acid). RXN SMILES: [F:1][C:2]1[CH:3]=[C:4]2[C:9](=[N:10][C:11]=1[N:12]1[CH2:17][CH2:16][NH:15][CH2:14][CH2:13]1)[N:8]([CH2:18][CH2:19][F:20])[CH:7]=[C:6]([C:21]([OH:23])=[O:22])[C:5]2=[O:24].[CH:25](=O)[CH3:26]>C(O)=O>[CH2:25]([N:15]1[CH2:16][CH2:17][N:12]([C:11]2[N:10]=[C:9]3[C:4]([C:5](=[O:24])[C:6]([C:21]([OH:23])=[O:22])=[CH:7][N:8]3[CH2:18][CH2:19][F:20])=[CH:3][C:2]=2[F:1])[CH2:13][CH2:14]1)[CH3:26]. Procedure details: Using 6-fluoro-1-(2-fluoroethyl)-1,4-dihydro-4-oxo-7-(1-piperazinyl)-1,8-naphthyridine-3-carboxylic acid as a starting material, by reaction with acetoaldehyde in the presence of formic acid in accordance with the method of Example 1 is obtained 7-(4-ethyl-1-piperazinyl)-6-fluoro-1-(2-fluoroethyl)-1,4-dihydro-4-oxo-1,8-naphthyridine-3-carboxylic acid (compound 2) m.p. 223°-224° C. Starting materials: CN(C)Cc1cccc(OCCCNC=O)n1, CO, CCOCC, [K+], [OH-]. Yields the product CN(C)Cc1cccc(OCCCN)n1. As a reaction SMILES: [CH3:1][N:2]([CH3:3])[CH2:4][c:5]1[cH:6][cH:7][cH:8][c:9]([O:11][CH2:12][CH2:13][CH2:14][NH:15][CH:16]=[O:17])[n:10]1.[CH3:20][OH:21].[CH3:22][CH2:23][O:24][CH2:25][CH3:26].[K+:19].[OH-:18]>>[CH3:1][N:2]([CH3:3])[CH2:4][c:5]1[cH:6][cH:7][cH:8][c:9]([O:11][CH2:12][CH2:13][CH2:14][NH2:15])[n:10]1. Reactants: CCc1cc(=O)[nH]c(-c2ccccc2)n1, CC(=O)O, O=C1CCC(=O)N1Cl. Yields the product CCc1nc(-c2ccccc2)[nH]c(=O)c1Cl. Reaction SMILES: [CH2:1]([CH3:2])[c:3]1[cH:4][c:5](=[O:15])[nH:6][c:7](-[c:9]2[cH:10][cH:11][cH:12][cH:13][cH:14]2)[n:8]1.[CH3:24][C:25](=[O:26])[OH:27].[Cl:16][N:17]1[C:18](=[O:19])[CH2:20][CH2:21][C:22]1=[O:23]>>[CH2:1]([CH3:2])[c:3]1[c:4]([Cl:16])[c:5](=[O:15])[nH:6][c:7](-[c:9]2[cH:10][cH:11][cH:12][cH:13][cH:14]2)[n:8]1. The reactants are CC1=C(N=C(O1)C1=CC=CC=C1)COC=1C=C2CCC(=CC2=CC1)C=O (6-(5-methyl-2-phenyl-4-oxazolylmethoxy)-3,4-dihydro-2-naphthoaldehyde), S1C(NC(C1)=O)=O (2,4-thiazolidinedione). Product: CC1=C(N=C(O1)C1=CC=CC=C1)COC=1C=C2CCC(=CC2=CC1)C=C1C(NC(S1)=O)=O (5-[6-(5-methyl-2-phenyl-4-oxazolylmethoxy)-3,4-dihydro-2-naphthylmethylidene]-2,4-thiazolidinedione). Yield: 50.0%. As a reaction SMILES: [CH3:1][C:2]1[O:6][C:5]([C:7]2[CH:12]=[CH:11][CH:10]=[CH:9][CH:8]=2)=[N:4][C:3]=1[CH2:13][O:14][C:15]1[CH:16]=[C:17]2[C:22](=[CH:23][CH:24]=1)[CH:21]=[C:20]([CH:25]=O)[CH2:19][CH2:18]2.[S:27]1[CH2:31][C:30](=[O:32])[NH:29][C:28]1=[O:33]>>[CH3:1][C:2]1[O:6][C:5]([C:7]2[CH:8]=[CH:9][CH:10]=[CH:11][CH:12]=2)=[N:4][C:3]=1[CH2:13][O:14][C:15]1[CH:16]=[C:17]2[C:22](=[CH:23][CH:24]=1)[CH:21]=[C:20]([CH:25]=[C:31]1[S:27][C:28](=[O:33])[NH:29][C:30]1=[O:32])[CH2:19][CH2:18]2. Reported procedure: According to the same manner as that described in Example 1, 6-(5-methyl-2-phenyl-4-oxazolylmethoxy)-3,4-dihydro-2-naphthoaldehyde was condensed with 2,4-thiazolidinedione to give 5-[6-(5-methyl-2-phenyl-4-oxazolylmethoxy)-3,4-dihydro-2-naphthylmethylidene]-2,4-thiazolidinedione (yield: 50%). This product was recrystallized from dichloromethane-methanol. Yellow needles, mp: 271-272° C. Reactants: CO, Fc1ccc2cc(C3CCNCC3)ccc2c1, c1cc(OCC2CO2)c2ccoc2c1. The product is OC(COc1cccc2occc12)CN1CCC(c2ccc3cc(F)ccc3c2)CC1. As a reaction SMILES: [CH3:32][OH:33].[F:1][c:2]1[cH:3][c:4]2[cH:5][cH:6][c:7]([CH:12]3[CH2:13][CH2:14][NH:15][CH2:16][CH2:17]3)[cH:8][c:9]2[cH:10][cH:11]1.[O:18]1[CH:19]([CH2:21][O:22][c:23]2[cH:24][cH:25][cH:26][c:27]3[o:28][cH:29][cH:30][c:31]23)[CH2:20]1>>[F:1][c:2]1[cH:3][c:4]2[cH:5][cH:6][c:7]([CH:12]3[CH2:13][CH2:14][N:15]([CH2:20][CH:19]([OH:18])[CH2:21][O:22][c:23]4[cH:24][cH:25][cH:26][c:27]5[o:28][cH:29][cH:30][c:31]45)[CH2:16][CH2:17]3)[cH:8][c:9]2[cH:10][cH:11]1. Starting materials: ClC1=CC=C2C(=N1)N(C(N2)=O)C (5-chloro-3-methyl-1,3-dihydro-2H-imidazo[4,5-b]pyridin-2-one), C([O-])([O-])=O.[Cs+].[Cs+] (cesium carbonate), BrCC(=C)C (3-bromo-2-methylprop-1-ene). The solvent is CN1CCCC1=O (NMP), C(C)(=O)OCC (ethyl acetate), C([O-])(O)=O.[Na+] (sodium bicarbonate). Reaction conditions: temperature 90 celsius. Product: ClC1=CC=C2C(=N1)N(C(N2CC(=C)C)=O)C (5-chloro-3-methyl-1-(2-methylprop-2-en-1-yl)-1,3-dihydro-2H-imidazo[4,5-b]pyridin-2-one). As a reaction SMILES: [Cl:1][C:2]1[N:7]=[C:6]2[N:8]([CH3:12])[C:9](=[O:11])[NH:10][C:5]2=[CH:4][CH:3]=1.C(=O)([O-])[O-].[Cs+].[Cs+].Br[CH2:20][C:21]([CH3:23])=[CH2:22]>CN1C(=O)CCC1.C(OCC)(=O)C.C(=O)(O)[O-].[Na+]>[Cl:1][C:2]1[N:7]=[C:6]2[N:8]([CH3:12])[C:9](=[O:11])[N:10]([CH2:22][C:21]([CH3:23])=[CH2:20])[C:5]2=[CH:4][CH:3]=1 |f:1.2.3,7.8|. Reported procedure: 5-chloro-3-methyl-1,3-dihydro-2H-imidazo[4,5-b]pyridin-2-one (1-3) (1.852 g, 8.16 mmol) and cesium carbonate (7.97 g, 24.47 mmol) were added to a round bottom flask and suspended in NMP (25 mL) under nitrogen. 3-bromo-2-methylprop-1-ene (1.101 g, 8.16 mmol) was added to the suspension and then refluxed at 90° C. overnight. The reaction was then cooled to room temperature and suspended in ethyl acetate and sodium bicarbonate. The suspension was washed with sodium bicarbonate, brine (×5), dried ov... Reactants: CCn1c(=O)c2c(nc(N3CCCCC3)n2Cc2c(F)cccc2Cl)n(CC(=O)OC(C)(C)C)c1=O, ClCCl, O=C(O)C(F)(F)F. The product is CCn1c(=O)c2c(nc(N3CCCCC3)n2Cc2c(F)cccc2Cl)n(CC(=O)O)c1=O. As a reaction SMILES: [Cl:1][c:2]1[c:3]([CH2:4][n:5]2[c:6]([N:26]3[CH2:27][CH2:28][CH2:29][CH2:30][CH2:31]3)[n:7][c:8]3[n:9]([CH2:18][C:19](=[O:20])[O:21][C:22]([CH3:23])([CH3:24])[CH3:25])[c:10](=[O:17])[n:11]([CH2:15][CH3:16])[c:12](=[O:14])[c:13]23)[c:32]([F:36])[cH:33][cH:34][cH:35]1.[Cl:44][CH2:45][Cl:46].[F:37][C:38]([F:39])([F:40])[C:41]([OH:42])=[O:43]>>[Cl:1][c:2]1[c:3]([CH2:4][n:5]2[c:6]([N:26]3[CH2:27][CH2:28][CH2:29][CH2:30][CH2:31]3)[n:7][c:8]3[n:9]([CH2:18][C:19](=[O:20])[OH:21])[c:10](=[O:17])[n:11]([CH2:15][CH3:16])[c:12](=[O:14])[c:13]23)[c:32]([F:36])[cH:33][cH:34][cH:35]1. The reactants are SC=1NC2=C(N1)C=C(C(=C2)C)C (2-mercapto-5,6-dimethyl-benzimidazole), C(CC)Br (propylbromide), [OH-].[Na+] (sodium hydroxide), C(C)OC(C)=O (ethylacetate). Solvent: CCCCCC (hexane). The product is C(CC)SC=1NC2=C(N1)C=C(C(=C2)C)C (2-Propylthio-5,6-dimethylbenzimidazole). As a reaction SMILES: [SH:1][C:2]1[NH:3][C:4]2[CH:10]=[C:9]([CH3:11])[C:8]([CH3:12])=[CH:7][C:5]=2[N:6]=1.[CH2:13](Br)[CH2:14][CH3:15].[OH-].[Na+].C(OC(=O)C)C>CCCCCC>[CH2:13]([S:1][C:2]1[NH:6][C:5]2[CH:7]=[C:8]([CH3:12])[C:9]([CH3:11])=[CH:10][C:4]=2[N:3]=1)[CH2:14][CH3:15] |f:2.3|. Procedure details: 2-Propylthio-5,6-dimethylbenzimidazole (II) was prepared by the same procedure for I from 0,89 g (0,005 mol) 2-mercapto-5,6-dimethyl-benzimidazole, 0,8 g (0,006 mol) propylbromide in the presence 0,24 g (0,006 mol) sodium hydroxide in a yield of 0,72 g (60%), m.p. 122-123° C. (from mixture ethylacetate with hexane). Solvent: C(C)O (ethanol). Reaction SMILES: [C:1]([CH2:3][C:4]1[N:9]=[CH:8][C:7]([NH:10][S:11]([C:14]2[CH:19]=[CH:18][C:17]([CH:20]([CH3:22])[CH3:21])=[CH:16][CH:15]=2)(=[O:13])=[O:12])=[CH:6][CH:5]=1)#[N:2]>C(O)C.[Ni]>[NH2:2][CH2:1][CH2:3][C:4]1[N:9]=[CH:8][C:7]([NH:10][S:11]([C:14]2[CH:15]=[CH:16][C:17]([CH:20]([CH3:22])[CH3:21])=[CH:18][CH:19]=2)(=[O:13])=[O:12])=[CH:6][CH:5]=1. Product: NCCC1=CC=C(C=N1)NS(=O)(=O)C1=CC=C(C=C1)C(C)C (N-[6-(2-Amino-ethyl)-pyridin-3-yl]-4-isopropyl-benzenesulfonamide). Starting materials: C(#N)CC1=CC=C(C=N1)NS(=O)(=O)C1=CC=C(C=C1)C(C)C (N-(6-cyanomethyl-pyridin-3-yl)-4-isopropyl-benzenesulfonamide). Reported procedure: A mixture of N-(6-cyanomethyl-pyridin-3-yl)-4-isopropyl-benzenesulfonamide (1.7 g, 5.4 mmol) aqueous ammonia (45 ml) and raney-nickel (2.7 mmol) in ethanol (50 ml) was hydrogenated at atmospheric pressure. After filtration the mixture was concentrated under reduced pressure. The residue was partitioned between ethyl acetate and saturated aqueous NaHCO3 and the aqueous layer extracted five times with ethyl acetate. The combined organic layers were dried over MgSO4, filtered, and the solvent evapo... Reagents/catalysts: [Ni] (raney-nickel).